Task: describe an organic reaction: reactants, conditions, products, and yield. Dataset: the Open Reaction Database (ORD), a public repository of structured organic reaction records The reactants are O=C([O-])[O-], ClCc1ccccc1, CC(C)=O, CC(=O)NC(=S)Nc1c(Cl)cccc1Cl, [K+], [K+]. Yields the product CC(=O)N=C(Nc1c(Cl)cccc1Cl)SCc1ccccc1. Reaction SMILES: [C:16](=[O:17])([O-:18])[O-:19].[CH2:22]([c:23]1[cH:24][cH:25][cH:26][cH:27][cH:28]1)[Cl:29].[CH3:30][C:31](=[O:32])[CH3:33].[Cl:1][c:2]1[c:3]([NH:9][C:10](=[S:11])[NH:12][C:13]([CH3:14])=[O:15])[c:4]([Cl:8])[cH:5][cH:6][cH:7]1.[K+:20].[K+:21]>>[Cl:1][c:2]1[c:3]([NH:9][C:10]([S:11][CH2:22][c:23]2[cH:24][cH:25][cH:26][cH:27][cH:28]2)=[N:12][C:13]([CH3:14])=[O:15])[c:4]([Cl:8])[cH:5][cH:6][cH:7]1.